This data is from the Open Reaction Database (ORD), a public repository of structured organic reaction records. The task is: describe an organic reaction: reactants, conditions, products, and yield The reactants are CC1=C(C=CC=C1[N+](=O)[O-])CO (2-methyl-3-nitrophenylmethanol), ice, C(C)(=O)Cl (acetyl chloride), ice. Solvent: C1(=CC=CC=C1)C (toluene). Product: C(C)(=O)OCC1=C(C(=CC=C1)[N+](=O)[O-])C (2-methyl-3-nitrophenylmethyl acetate). The yield is 85.8%. As a reaction SMILES: [CH3:1][C:2]1[C:7]([N+:8]([O-:10])=[O:9])=[CH:6][CH:5]=[CH:4][C:3]=1[CH2:11][OH:12].[C:13](Cl)(=[O:15])[CH3:14]>C1(C)C=CC=CC=1>[C:13]([O:12][CH2:11][C:3]1[CH:4]=[CH:5][CH:6]=[C:7]([N+:8]([O-:10])=[O:9])[C:2]=1[CH3:1])(=[O:15])[CH3:14]. Reported procedure: To 600 mL of toluene in a Morton reaction flask was added 100 g (0.598 mol) of 2-methyl-3-nitrophenylmethanol with stirring. The solution was heated to reflux, and 100 mL of toluene was removed by distillation into a Dean Stark trap. The solution was cooled, and 48.3 mL of pyridine was added. After further cooling with an ice-water bath, 51.6 g (0.658 mol) of acetyl chloride was added dropwise. Upon complete addition, the reaction mixture was allowed to warm to ambient temperature, and was stirr... Reactants: ClC=1C=C(COS(=O)(=O)C)C=CC1C(C(C(F)(F)F)(O)C1=CC(=NC=C1)Cl)C (Methanesulfonic acid 3-chloro-4-[2-(2-chloro-pyridin-4-yl)-3,3,3-trifluoro-2-hydroxy-1-methyl-propyl]-benzyl ester), [C-]#N.[Na+] (Sodium cyanide). Run in CN(C)C=O (DMF), C(C)(=O)OCC (ethyl acetate). Run at temperature 85 celsius, time 1.5 hour. Product: ClC=1C=C(C=CC1C(C(C(F)(F)F)(O)C1=CC(=NC=C1)Cl)C)CC#N ({3-Chloro-4-[2-(2-chloro-pyridin-4-yl)-3,3,3-trifluoro-2-hydroxy-1-methyl-propyl]-phenyl}-acetonitrile). Reaction SMILES: [Cl:1][C:2]1[CH:3]=[C:4]([CH:11]=[CH:12][C:13]=1[CH:14]([CH3:28])[C:15]([C:21]1[CH:26]=[CH:25][N:24]=[C:23]([Cl:27])[CH:22]=1)([OH:20])[C:16]([F:19])([F:18])[F:17])[CH2:5]OS(C)(=O)=O.[C-:29]#[N:30].[Na+]>CN(C=O)C.C(OCC)(=O)C>[Cl:1][C:2]1[CH:3]=[C:4]([CH2:5][C:29]#[N:30])[CH:11]=[CH:12][C:13]=1[CH:14]([CH3:28])[C:15]([C:21]1[CH:26]=[CH:25][N:24]=[C:23]([Cl:27])[CH:22]=1)([OH:20])[C:16]([F:19])([F:18])[F:17] |f:1.2|. Procedure details: Methanesulfonic acid 3-chloro-4-[2-(2-chloro-pyridin-4-yl)-3,3,3-trifluoro-2-hydroxy-1-methyl-propyl]-benzyl ester (66 mg) was dissolved in DMF at RT under argon. Sodium cyanide (18 mg) was added and the mixture was warmed to 85° C. and allowed to stir for 1.5 hours. The mixture was diluted with ethyl acetate and washed with water and brine. Starting materials: ClC1=NC=C(C(=N1)N[C@@H]1CC(CCC1)O)F ((3S)-3-[(2-chloro-5-fluoro-pyrimidin-4-yl)amino]cyclohexanol), 29a, CC(=O)OI1(C=2C=CC=CC2C(=O)O1)(OC(=O)C)OC(=O)C (Dess-Martin reagent). Run in C(Cl)Cl (CH2Cl2), C(Cl)Cl (DCM). Conditions: time 20 hour. Yields the product ClC1=NC=C(C(=N1)N[C@@H]1CC(CCC1)=O)F ((S)-3-(2-chloro-5-fluoropyrimidin-4-ylamino)cyclohexanone). Isolated yield 93.0%. RXN SMILES: [Cl:1][C:2]1[N:7]=[C:6]([NH:8][C@H:9]2[CH2:14][CH2:13][CH2:12][CH:11]([OH:15])[CH2:10]2)[C:5]([F:16])=[CH:4][N:3]=1.CC(OI1(OC(C)=O)(OC(C)=O)OC(=O)C2C=CC=CC1=2)=O>C(Cl)Cl>[Cl:1][C:2]1[N:7]=[C:6]([NH:8][C@H:9]2[CH2:14][CH2:13][CH2:12][C:11](=[O:15])[CH2:10]2)[C:5]([F:16])=[CH:4][N:3]=1. Procedure: To 700 ml DCM solution of 7.9 g (32.16 mmol) (3S)-3-[(2-chloro-5-fluoro-pyrimidin-4-yl)amino]cyclohexanol, 29a, (7.90 g, 32.16 mmol) in CH2Cl2 (700 mL) was added Dess-Martin reagent (17.73 g, 41.81 mmol). The reaction mixture was stirred at room temperature for 20 hours until TLC chromatography indicated reaction was complete. The reaction mixture was filtered through a pad of celite, and the resulting filtrate was washed with 200 mL of aqueous saturated NaHCO3 solution and 200 mL brine. The org... The reactants are polystyrene, C(C)OC(C1=CC(=C(C(=C1)O)OCC)OCC)=O (3,4-Diethoxy-5-hydroxy-benzoic acid ethyl ester), ClC1=C(C=CC(=C1)Cl)CCO (2-(2,4-Dichlorophenyl)-ethanol), C1(=CC=CC=C1)P(C1=CC=CC=C1)C1=CC=CC=C1 (triphenylphosphine), CCOC(=O)/N=N/C(=O)OCC (DEAD). The solvent is O1CCCC1 (tetrahydrofuran). Reaction conditions: time 16 hour. Yields the product C(C)OC(C1=CC(=C(C(=C1)OCC)OCC)OCCC1=C(C=C(C=C1)Cl)Cl)=O (3-[2-(2,4-Dichloro-phenyl)-ethoxy]-4,5-diethoxy-benzoic acid ethyl ester). As a reaction SMILES: [CH2:1]([O:3][C:4](=[O:18])[C:5]1[CH:10]=[C:9](O)[C:8]([O:12][CH2:13][CH3:14])=[C:7]([O:15][CH2:16][CH3:17])[CH:6]=1)[CH3:2].[Cl:19][C:20]1[CH:25]=[C:24]([Cl:26])[CH:23]=[CH:22][C:21]=1[CH2:27][CH2:28][OH:29].C1(P(C2C=CC=CC=2)C2C=CC=CC=2)C=CC=CC=1.CCOC(/N=N/C(OCC)=O)=O>O1CCCC1>[CH2:1]([O:3][C:4](=[O:18])[C:5]1[CH:6]=[C:7]([O:15][CH2:16][CH3:17])[C:8]([O:12][CH2:13][CH3:14])=[C:9]([O:29][CH2:28][CH2:27][C:21]2[CH:22]=[CH:23][C:24]([Cl:26])=[CH:25][C:20]=2[Cl:19])[CH:10]=1)[CH3:2]. Procedure: g (3.93 mmol) of 3,4-Diethoxy-5-hydroxy-benzoic acid ethyl ester was dissolved in 20 ml of anhydrous tetrahydrofuran. To this solution was added 0.83 g (4.33 mmol) of 2-(2,4-Dichlorophenyl)-ethanol, 3.93 g (equivalent to 11.8 mmol PPh3) of triphenylphosphine derivatized polystyrene and 2.05 g (11.8 mmol) of DEAD. The solution was shaken for 16 h at RT. The polymer was filtered off and washed with ethyl acetate. The solvent was removed under reduced pressure. The residue was taken-up in ethyl ace... Starting materials: B, C1CCOC1, O=C(NC1CCCCC1)C(F)(F)F. Product: FC(F)(F)CNC1CCCCC1. As a reaction SMILES: [BH3:14].[CH2:15]1[O:16][CH2:17][CH2:18][CH2:19]1.[CH:1]1([NH:7][C:8]([C:9]([F:10])([F:11])[F:12])=[O:13])[CH2:2][CH2:3][CH2:4][CH2:5][CH2:6]1>>[CH:1]1([NH:7][CH2:8][C:9]([F:10])([F:11])[F:12])[CH2:2][CH2:3][CH2:4][CH2:5][CH2:6]1. Reactants: BrC=1C=C2C=NN=C(C2=CC1)NC(C)C (6-Bromo-N-isopropylphthalazin-1-amine), C(C)N1N=CC=C1NC(C1=CC(=C(C=C1)C)B1OC(C(O1)(C)C)(C)C)=O (N-(1-ethyl-1H-pyrazol-5-yl)-4-methyl-3-(4,4,5,5-tetramethyl-1,3,2-dioxaborolan-2-yl)benzamide). Reagents/catalysts: C=1C=CC(=CC1)[P](C=2C=CC=CC2)(C=3C=CC=CC3)[Pd]([P](C=4C=CC=CC4)(C=5C=CC=CC5)C=6C=CC=CC6)([P](C=7C=CC=CC7)(C=8C=CC=CC8)C=9C=CC=CC9)[P](C=1C=CC=CC1)(C=1C=CC=CC1)C=1C=CC=CC1 (tetrakis(triphenylphosphine)palladium). Product: C(C)N1N=CC=C1NC(C1=CC(=C(C=C1)C)C=1C=C2C=NN=C(C2=CC1)NC(C)C)=O (N-(1-Ethyl-1H-pyrazol-5-yl)-3-(1-(isopropylamino)phthalazin-6-yl)-4-methylbenzamide). As a reaction SMILES: Br[C:2]1[CH:3]=[C:4]2[C:9](=[CH:10][CH:11]=1)[C:8]([NH:12][CH:13]([CH3:15])[CH3:14])=[N:7][N:6]=[CH:5]2.[CH2:16]([N:18]1[C:22]([NH:23][C:24](=[O:41])[C:25]2[CH:30]=[CH:29][C:28]([CH3:31])=[C:27](B3OC(C)(C)C(C)(C)O3)[CH:26]=2)=[CH:21][CH:20]=[N:19]1)[CH3:17]>C1C=CC([P]([Pd]([P](C2C=CC=CC=2)(C2C=CC=CC=2)C2C=CC=CC=2)([P](C2C=CC=CC=2)(C2C=CC=CC=2)C2C=CC=CC=2)[P](C2C=CC=CC=2)(C2C=CC=CC=2)C2C=CC=CC=2)(C2C=CC=CC=2)C2C=CC=CC=2)=CC=1>[CH2:16]([N:18]1[C:22]([NH:23][C:24](=[O:41])[C:25]2[CH:30]=[CH:29][C:28]([CH3:31])=[C:27]([C:2]3[CH:3]=[C:4]4[C:9](=[CH:10][CH:11]=3)[C:8]([NH:12][CH:13]([CH3:15])[CH3:14])=[N:7][N:6]=[CH:5]4)[CH:26]=2)=[CH:21][CH:20]=[N:19]1)[CH3:17] |^1:45,47,66,85|. Reported procedure: This compound was prepared according to the procedure described in Example 2c using the following starting materials: 6-Bromo-N-isopropylphthalazin-1-amine, tetrakis(triphenylphosphine)palladium and N-(1-ethyl-1H-pyrazol-5-yl)-4-methyl-3-(4,4,5,5-tetramethyl-1,3,2-dioxaborolan-2-yl)benzamide. MS (ESI, pos. ion) m/z: 415.2 (M+1). Reactants: CCCCOc1ccc(C(=O)c2cccc(C(=O)O)c2)c(O)c1, CI, CCO, Cl, [Na+], [OH-], O. Yields the product CCCCOc1ccc(C(=O)c2cccc(C(=O)O)c2)c(OC)c1. As a reaction SMILES: [CH2:1]([CH2:2][CH2:3][CH3:4])[O:5][c:6]1[cH:7][c:8]([OH:23])[c:9]([C:10](=[O:11])[c:12]2[cH:13][c:14]([C:15](=[O:16])[OH:17])[cH:18][cH:19][cH:20]2)[cH:21][cH:22]1.[CH3:24][I:25].[CH3:29][CH2:30][OH:31].[ClH:26].[Na+:28].[OH-:27].[OH2:32]>>[CH2:1]([CH2:2][CH2:3][CH3:4])[O:5][c:6]1[cH:7][c:8]([O:23][CH3:24])[c:9]([C:10](=[O:11])[c:12]2[cH:13][c:14]([C:15](=[O:16])[OH:17])[cH:18][cH:19][cH:20]2)[cH:21][cH:22]1. Reactants: OC1CC(OC1CO)C=1C(=NC(=C(N1)Cl)O)O (3-(4-Hydroxy-5-hydroxymethyl -tetrahydrofuran-2-yl)-2,6-dihydroxy-5-chloro-pyrazine), N(=O)[O-].[Na+] (NaNO2), NC(=O)N (urea). The solvent is C(C)(=O)O (acetic acid). Reaction conditions: time 5 hour. Product: OC1CC(OC1CO)C=1C(=NC(=C(N1)Cl)N)N (3-(4-hydroxy-5-hydroxymethyl-tetrahydrofuran-2-yl)-2,6-diamino-5-chloro-pyrazine). Isolated yield 88.2%. RXN SMILES: [OH:1][CH:2]1[CH:6]([CH2:7][OH:8])[O:5][CH:4]([C:9]2C(O)=[N:11][C:12](O)=[C:13]([Cl:15])[N:14]=2)[CH2:3]1.N([O-])=O.[Na+].[NH2:22][C:23]([NH2:25])=O>C(O)(=O)C>[OH:1][CH:2]1[CH:6]([CH2:7][OH:8])[O:5][CH:4]([C:9]2[C:23]([NH2:25])=[N:22][C:12]([NH2:11])=[C:13]([Cl:15])[N:14]=2)[CH2:3]1 |f:1.2|. Reported procedure: 264 mg (1 mmol) 3-(4-Hydroxy-5-hydroxymethyl -tetrahydrofuran-2-yl)-2,6-dihydroxy-5-chloro-pyrazine from example 10 was subjected to a deamination reaction in a mixture of 50 ml 80% acetic acid and 700 mg (10 mmol) NaNO2. After standing for 5 hours at RT, the reaction was almost complete according to TLC. 2 g urea was added to the reaction mixture to destroy excess nitrite and stirred for a further three hours at RT. Afterwards the solution was applied to an activated carbon column (Carboraffin ... Yields the product N1C(=CC2=CC=CC=C12)C(=O)N (indole-2-carboxamide). Solvent: C1CCOC1 (THF). Run at time 1 hour. Procedure details: Add to a solution of indole-2-carboxylic acid 3 (31.0 mmol) and anhydrous THF (50 ml), carbonyldiimidazole (1.10 equiv., 5.5 g, 34.0 mmol). Stir for 1 h and add conc. NH4OH (50 mL) in one portion to the thick suspension. Stir at rt and after 16 h collect the solid by filtration, wash with H2O and dry in vacuuo at 40° C. to afford the indole-2-carboxamide 4 (R2═R3═H). The reactants are N1C(=CC2=CC=CC=C12)C(=O)O (indole-2-carboxylic acid), C(=O)(N1C=NC=C1)N1C=NC=C1 (carbonyldiimidazole), [NH4+].[OH-] (NH4OH). RXN SMILES: [NH:1]1[C:9]2[C:4](=[CH:5][CH:6]=[CH:7][CH:8]=2)[CH:3]=[C:2]1[C:10]([OH:12])=O.C(N1C=CN=C1)([N:15]1C=CN=C1)=O.[NH4+].[OH-]>C1COCC1>[NH:1]1[C:9]2[C:4](=[CH:5][CH:6]=[CH:7][CH:8]=2)[CH:3]=[C:2]1[C:10]([NH2:15])=[O:12] |f:2.3|.